This data is from the Open Reaction Database (ORD), a public repository of structured organic reaction records. The task is: describe an organic reaction: reactants, conditions, products, and yield Starting materials: BrC=1C(=NC(=NC1)SC)Cl (5-bromo-4-chloro-2-methylthiopyrimidine), C1(=CC=CC=C1)P(OC)C1=CC=CC=C1 (methyl diphenylphosphinite). Run in ClC1=C(C=CC=C1)Cl (o-dichlorobenzene). Yields the product BrC=1C(=NC(=NC1)SC)P(=O)(C1=CC=CC=C1)C1=CC=CC=C1 (5-bromo-4-diphenylphosphinyl-2-methylthiopyrimidine). The yield is 49.3%. RXN SMILES: [Br:1][C:2]1[C:3](Cl)=[N:4][C:5]([S:8][CH3:9])=[N:6][CH:7]=1.[C:11]1([P:17]([C:20]2[CH:25]=[CH:24][CH:23]=[CH:22][CH:21]=2)[O:18]C)[CH:16]=[CH:15][CH:14]=[CH:13][CH:12]=1>ClC1C=CC=CC=1Cl>[Br:1][C:2]1[C:3]([P:17]([C:20]2[CH:21]=[CH:22][CH:23]=[CH:24][CH:25]=2)([C:11]2[CH:16]=[CH:15][CH:14]=[CH:13][CH:12]=2)=[O:18])=[N:4][C:5]([S:8][CH3:9])=[N:6][CH:7]=1. Procedure details: To a stirred, refluxing mixture of 3.56 g of 5-bromo-4-chloro-2-methylthiopyrimidine in 100 ml of o-dichlorobenzene under nitrogen was added dropwise 10.00 g of methyl diphenylphosphinite. After the addition was completed, the mixture was refluxed for 6 hours and then allowed to cool. Volatiles were removed from the mixture under vacuum, and the residue was recrystallized from 30 ml of 1-chlorobutane and dried at 50° C./0.1 mm (13 Pa) to give 2.97 g of 5-bromo-4-diphenylphosphinyl-2-methylthiopy... Reactants: COc1cc(O)ccc1-c1ccc2c(-c3nc4ccccc4[nH]3)n[nH]c2c1, [Cl-], c1cc[nH+]cc1. Yields the product Oc1ccc(-c2ccc3c(-c4nc5ccccc5[nH]4)n[nH]c3c2)c(O)c1. RXN SMILES: [CH3:1][O:2][c:3]1[c:4](-[c:10]2[cH:11][cH:12][c:13]3[c:14](-[c:19]4[n:20][c:21]5[c:22]([nH:23]4)[cH:24][cH:25][cH:26][cH:27]5)[n:15][nH:16][c:17]3[cH:18]2)[cH:5][cH:6][c:7]([OH:9])[cH:8]1.[Cl-:28].[nH+:29]1[cH:30][cH:31][cH:32][cH:33][cH:34]1>>[OH:2][c:3]1[c:4](-[c:10]2[cH:11][cH:12][c:13]3[c:14](-[c:19]4[n:20][c:21]5[c:22]([nH:23]4)[cH:24][cH:25][cH:26][cH:27]5)[n:15][nH:16][c:17]3[cH:18]2)[cH:5][cH:6][c:7]([OH:9])[cH:8]1. Reactants: NS(=O)(=O)c1cc2cc(CBr)ccc2o1, CNC, CO. The product is CN(C)Cc1ccc2oc(S(N)(=O)=O)cc2c1. As a reaction SMILES: [Br:1][CH2:2][c:3]1[cH:4][c:5]2[c:6]([o:7][c:8]([S:10]([NH2:11])(=[O:12])=[O:13])[cH:9]2)[cH:14][cH:15]1.[CH3:16][NH:17][CH3:18].[CH3:19][OH:20]>>[CH2:2]([c:3]1[cH:4][c:5]2[c:6]([o:7][c:8]([S:10]([NH2:11])(=[O:12])=[O:13])[cH:9]2)[cH:14][cH:15]1)[N:17]([CH3:16])[CH3:18]. Starting materials: C(C=C)(=O)OC (methyl acrylate), ClC1=CC=C(C=C1)C=CC(C(CC=CC1=CC(=CC=C1)Cl)C1=CC=CC=C1)=O (1-(p-chlorophenyl)-4-phenyl-7-(m-chlorophenyl)-1,6-heptadien-3-one). Solvent: C(OC)COC (glyme), CO (MeOH), C(OC)COC (glyme). Run at time 20 hour. Yields the product ClC=1C=C(C=CCC(CCC(=O)O)(C(C=CC2=CC=C(C=C2)Cl)=O)C2=CC=CC=C2)C=CC1 (4-(m- Chlorocinnamyl)-4-phenyl-5-oxo-7-(p-chlorophenyl)-6-heptenoic Acid). RXN SMILES: [Cl:1][C:2]1[CH:7]=[CH:6][C:5]([CH:8]=[CH:9][C:10](=[O:28])[CH:11]([C:22]2[CH:27]=[CH:26][CH:25]=[CH:24][CH:23]=2)[CH2:12][CH:13]=[CH:14][C:15]2[CH:20]=[CH:19][CH:18]=[C:17]([Cl:21])[CH:16]=2)=[CH:4][CH:3]=1.[C:29]([O:33]C)(=[O:32])[CH:30]=[CH2:31]>CO.C(COC)OC>[Cl:21][C:17]1[CH:16]=[C:15]([CH:20]=[CH:19][CH:18]=1)[CH:14]=[CH:13][CH2:12][C:11]([C:22]1[CH:23]=[CH:24][CH:25]=[CH:26][CH:27]=1)([C:10](=[O:28])[CH:9]=[CH:8][C:5]1[CH:6]=[CH:7][C:2]([Cl:1])=[CH:3][CH:4]=1)[CH2:31][CH2:30][C:29]([OH:33])=[O:32]. Procedure: Triton B (1.5 ml., 40% in MeOH) is added to a stirred solution of 1-(p-chlorophenyl)-4-phenyl-7-(m-chlorophenyl)-1,6-heptadien-3-one (22.8 g., 0.056 mole) in glyme (175 ml.), followed by addition of methyl acrylate (5.76 g., 0.067 mole) in glyme (25 ml.). After stirring for 20 hours, the solvent is removed in vacuo and water (600 ml.) and dilute hydrochloric acid (25 ml.) are added to the residue. The organic material is extracted into ether and these extracts are washed with water, saturated br... The reactants are BrCCOC=1C=C(C=CC1)C1=NOC2=C1SC=C2 (3-[3-(2-bromo-ethoxy)-phenyl]-thieno[2,3-d]isoxazole), C([O-])([O-])=O.[K+].[K+] (potassium carbonate), CC1=CC=C(CN)C=C1 (4-methylbenzylamine). The solvent is C(C)#N (acetonitrile). Yields the product CC1=CC=C(CNCCOC2=CC(=CC=C2)C2=NOC3=C2SC=C3)C=C1 ((4-methyl-benzyl)-[2-(3-thieno[2,3-d]isoxazol-3-yl-phenoxy)-ethyl]-amine). RXN SMILES: Br[CH2:2][CH2:3][O:4][C:5]1[CH:6]=[C:7]([C:11]2[C:15]3[S:16][CH:17]=[CH:18][C:14]=3[O:13][N:12]=2)[CH:8]=[CH:9][CH:10]=1.C(=O)([O-])[O-].[K+].[K+].[CH3:25][C:26]1[CH:33]=[CH:32][C:29]([CH2:30][NH2:31])=[CH:28][CH:27]=1>C(#N)C>[CH3:25][C:26]1[CH:33]=[CH:32][C:29]([CH2:30][NH:31][CH2:2][CH2:3][O:4][C:5]2[CH:10]=[CH:9][CH:8]=[C:7]([C:11]3[C:15]4[S:16][CH:17]=[CH:18][C:14]=4[O:13][N:12]=3)[CH:6]=2)=[CH:28][CH:27]=1 |f:1.2.3|. Reported procedure: The title compound is prepared from 3-[3-(2-bromo-ethoxy)-phenyl]-thieno[2,3-d]isoxazole, potassium carbonate, 4-methylbenzylamine and acetonitrile essentially as described above in example 18. Purity by LC/MS (APCI)=100%, [M+H]+=365. Starting materials: [Br-], CC(C)(C)OC(=O)NC(CO)C(=O)NCc1ccccc1, COS(=O)(=O)OC, Cc1ccccc1, CCCC[N+](CCCC)(CCCC)CCCC, [Na+], [OH-], O. Yields the product COCC(NC(=O)OC(C)(C)C)C(=O)NCc1ccccc1. As a reaction SMILES: [Br-:38].[CH2:1]([c:2]1[cH:3][cH:4][cH:5][cH:6][cH:7]1)[NH:8][C:9]([CH:10]([CH2:11][OH:12])[NH:13][C:14]([O:15][C:16]([CH3:17])([CH3:18])[CH3:19])=[O:20])=[O:21].[CH3:24][O:25][S:26]([O:27][CH3:28])(=[O:29])=[O:30].[CH3:31][c:32]1[cH:33][cH:34][cH:35][cH:36][cH:37]1.[CH3:39][CH2:40][CH2:41][CH2:42][N+:43]([CH2:44][CH2:45][CH2:46][CH3:47])([CH2:48][CH2:49][CH2:50][CH3:51])[CH2:52][CH2:53][CH2:54][CH3:55].[Na+:23].[OH-:22].[OH2:56]>>[CH2:1]([c:2]1[cH:3][cH:4][cH:5][cH:6][cH:7]1)[NH:8][C:9]([CH:10]([CH2:11][O:12][CH3:24])[NH:13][C:14]([O:15][C:16]([CH3:17])([CH3:18])[CH3:19])=[O:20])=[O:21].